The task is: describe an organic reaction: reactants, conditions, products, and yield. This data is from the Open Reaction Database (ORD), a public repository of structured organic reaction records. The reactants are OCC(CCCS(=O)(=O)N)(CC)CC (5-hydroxy-4,4-diethyl-1-pentanesulfonamide), ClC=1C(=CC=2N(N1)N=CN2)C (6-chloro-7-methyl[1,2,4]triazolo[1,5-b]pyridazine). The product is C(C)C(COC=1C(=CC=2N(N1)N=CN2)C)(CCCS(N)(=O)=O)CC (6-(2,2-diethyl-5-sulfamoyl-1-pentyloxy)-7-methyl[1,2,4]triazolo[1,5-b]pyridazine). RXN SMILES: [OH:1][CH2:2][C:3]([CH2:13][CH3:14])([CH2:11][CH3:12])[CH2:4][CH2:5][CH2:6][S:7]([NH2:10])(=[O:9])=[O:8].Cl[C:16]1[C:17]([CH3:25])=[CH:18][C:19]2[N:20]([N:22]=[CH:23][N:24]=2)[N:21]=1>>[CH2:13]([C:3]([CH2:11][CH3:12])([CH2:4][CH2:5][CH2:6][S:7](=[O:8])(=[O:9])[NH2:10])[CH2:2][O:1][C:16]1[C:17]([CH3:25])=[CH:18][C:19]2[N:20]([N:22]=[CH:23][N:24]=2)[N:21]=1)[CH3:14]. Procedure details: Using 5-hydroxy-4,4-diethyl-1-pentanesulfonamide and 6-chloro-7-methyl[1,2,4]triazolo[1,5-b]pyridazine, the same reaction was conducted as in Example 5 to produce the title compound. m.p. 157°-158° C. The reactants are Cl.N[C@H]1CS(C[C@H]([C@@H]1O)CC1=CC(=C(C=C1)[N+](=O)[O-])F)(=O)=O ((3R*,4S*,5S*)-3-amino-5-(3-fluoro-4-nitro-benzyl)-1,1-dioxo-hexahydro-1lambda*6*-thiopyran-4-ol hydrochloride), CC(=O)[O-].[Na+] (NaOAc), C(C)(C)(C)C=1C=C(C=O)C=CC1 (3-tert-butyl-benzaldehyde), [BH3-]C#N.[Na+] (NaBH3CN), Cl (HCl), C(=O)([O-])[O-].[K+].[K+] (K2CO3). The solvent is CO.C(Cl)Cl (MeOH CH2Cl2). Run at time 16 hour. Yields the product C(C)(C)(C)C=1C=C(CN[C@H]2CS(C[C@H]([C@@H]2O)CC2=CC(=C(C=C2)[N+](=O)[O-])F)(=O)=O)C=CC1 ((3R*,4S*,5S*)-3-(3-tert-Butyl-benzylamino)-5-(3-fluoro-4-nitro-benzyl)-1,1-dioxo-hexa-hydro-1lambda*6*-thiopyran-4-ol). As a reaction SMILES: Cl.[NH2:2][C@@H:3]1[C@@H:8]([OH:9])[C@H:7]([CH2:10][C:11]2[CH:16]=[CH:15][C:14]([N+:17]([O-:19])=[O:18])=[C:13]([F:20])[CH:12]=2)[CH2:6][S:5](=[O:22])(=[O:21])[CH2:4]1.CC([O-])=O.[Na+].[C:28]([C:32]1[CH:33]=[C:34]([CH:37]=[CH:38][CH:39]=1)[CH:35]=O)([CH3:31])([CH3:30])[CH3:29].[BH3-]C#N.[Na+].Cl.C([O-])([O-])=O.[K+].[K+]>CO.C(Cl)Cl>[C:28]([C:32]1[CH:33]=[C:34]([CH:37]=[CH:38][CH:39]=1)[CH2:35][NH:2][C@@H:3]1[C@@H:8]([OH:9])[C@H:7]([CH2:10][C:11]2[CH:16]=[CH:15][C:14]([N+:17]([O-:19])=[O:18])=[C:13]([F:20])[CH:12]=2)[CH2:6][S:5](=[O:22])(=[O:21])[CH2:4]1)([CH3:31])([CH3:29])[CH3:30] |f:0.1,2.3,5.6,8.9.10,11.12|. Procedure details: To a solution of (3R*,4S*,5S*)-3-amino-5-(3-fluoro-4-nitro-benzyl)-1,1-dioxo-hexahydro-1lambda*6*-thiopyran-4-ol hydrochloride (0.14 g, 0.39 mmol) in MeOH-CH2Cl2 1:1 (3 mL) was added NaOAc (0.065 g, 0.78 mmol) and 3-tert-butyl-benzaldehyde (0.07 g, 0.43 mmol). The reaction mixture was stirred at 25° C. for 0.5 h before NaBH3CN (0.039 g, 0.59 mmol) was added followed by stirring for 16 h. The reaction mixture was acidified with 1N aq. HCl, stirred for 15 min, basified with K2CO3-solution and extr...